This data is from the Open Reaction Database (ORD), a public repository of structured organic reaction records. The task is: describe an organic reaction: reactants, conditions, products, and yield Starting materials: Br(=O)(=O)O.O1CCN(CC1)C(=N)N (Morpholinoformamidine bromate salt), COC=1C=C(C(=O)C2C(OCC2)=O)C=CC1 (3-(3-methoxybenzoyl)-dihydrofuran-2-one), CC(C)([O-])C.[Na+] (sodium t-butoxide). The solvent is C(C)(C)(C)O (t-butanol). Yields the product OCCC=1C(=NC(=NC1C1=CC(=CC=C1)OC)N1CCOCC1)O (5-(2-hydroxyethyl)-6-(3-methoxyphenyl)-2-(morpholin-4-yl)-pyrimidin-4-ol), 4-(3-methoxyphenyl)-2-(morpholin-4-yl)-5,6-furo[2,3-d]pyrimidine. As a reaction SMILES: Br(O)(=O)=O.[O:5]1[CH2:10][CH2:9][N:8]([C:11]([NH2:13])=[NH:12])[CH2:7][CH2:6]1.[CH3:14][O:15][C:16]1[CH:17]=[C:18]([CH:27]=[CH:28][CH:29]=1)[C:19]([CH:21]1[CH2:25][CH2:24][O:23][C:22]1=[O:26])=O.CC(C)([O-])C.[Na+]>C(O)(C)(C)C>[OH:23][CH2:24][CH2:25][C:21]1[C:22]([OH:26])=[N:12][C:11]([N:8]2[CH2:9][CH2:10][O:5][CH2:6][CH2:7]2)=[N:13][C:19]=1[C:18]1[CH:27]=[CH:28][CH:29]=[C:16]([O:15][CH3:14])[CH:17]=1 |f:0.1,3.4|. Reported procedure: Morpholinoformamidine bromate salt (200 mg, 0.952 mmol), 3-(3-methoxybenzoyl)-dihydrofuran-2-one (419 mg, 1.904 mmol) and sodium t-butoxide (183 mg, 1.904 mmol) were added into a microwave reaction tube, followed by being dissolved in t-butanol (3 ml). After irradiation of microwave (200 W, 120° C.) for 1 hour, the solvent was removed under reduced pressure, to obtain a crude product as a brown solid. The crude was purified by silica gel column chromatography (DCM/MeOH=95/5), to obtain 5-(2-hydr... Reactants: Brc1ccncc1, COCCOC, Cl, OB(O)c1ccc(F)cc1, [Na+], [Na+], O=C([O-])[O-]. Yields the product Fc1ccc(-c2ccncc2)cc1. As a reaction SMILES: [Br:12][c:13]1[cH:14][cH:15][n:16][cH:17][cH:18]1.[CH3:25][O:26][CH2:27][CH2:28][O:29][CH3:30].[ClH:11].[F:1][c:2]1[cH:3][cH:4][c:5]([B:8]([OH:9])[OH:10])[cH:6][cH:7]1.[Na+:19].[Na+:20].[O-:21][C:22](=[O:23])[O-:24]>>[F:1][c:2]1[cH:3][cH:4][c:5](-[c:13]2[cH:14][cH:15][n:16][cH:17][cH:18]2)[cH:6][cH:7]1. Starting materials: S(=O)(=O)(C)CCC#CC1=CC=CC=C1 (1-mesyl-4-phenylbut-3-yne), C(C1=CC=CC=C1)C1(CCNCC1)O (4-benzyl-4-hydroxypiperidine), C(=O)([O-])[O-].[K+].[K+] (K2CO3). The solvent is CC#N (CH3CN). The product is C(C1=CC=CC=C1)C1(CCN(CC1)CCC#CC1=CC=CC=C1)O (4-Benzyl-4-hydroxy-1-(4-phenyl-3-butynyl)piperidine). The yield is 30.4%. As a reaction SMILES: S([CH2:5][CH2:6][C:7]#[C:8][C:9]1[CH:14]=[CH:13][CH:12]=[CH:11][CH:10]=1)(C)(=O)=O.[CH2:15]([C:22]1([OH:28])[CH2:27][CH2:26][NH:25][CH2:24][CH2:23]1)[C:16]1[CH:21]=[CH:20][CH:19]=[CH:18][CH:17]=1.C([O-])([O-])=O.[K+].[K+]>CC#N>[CH2:15]([C:22]1([OH:28])[CH2:27][CH2:26][N:25]([CH2:5][CH2:6][C:7]#[C:8][C:9]2[CH:14]=[CH:13][CH:12]=[CH:11][CH:10]=2)[CH2:24][CH2:23]1)[C:16]1[CH:17]=[CH:18][CH:19]=[CH:20][CH:21]=1 |f:2.3.4|. Procedure details: A mixture of 1-mesyl-4-phenylbut-3-yne (300 mg, 1.34 mmol), 4-benzyl-4-hydroxypiperidine (307 mg, 1.61 mmol) and K2CO3 (555 mg, 4.02 mmol) in 15 mL of CH3CN is refluxed for 12 hr. The mixture is filtered and washed with EtOAc (3×20 mL). The filtrate is evaporated in vacuo and is purified by flash chromatography to give the product as an off-white solid (130 mg, 30%): mp 80-82° C.; 1H NMR (CDCl3) 1.50 (m, 3 H), 1.74 (m, 2 H), 2.41 (m, 2 H), 2.58 (m, 3 H), 2.75 (m, 5 H), 7.11-7.38 (m, 10 H). Reactants: NaIO4, NH4OAc, FC1=C(C#N)C(=CC(=C1)B1OC(C(O1)(C)C)(C)C)F (2,6-Difluoro-4-(4,4,5,5-tetramethyl-1,3,2-dioxaborolan-2-yl)benzonitrile). Solvent: O (water), CC(=O)C (acetone). Reaction conditions: time 8 hour. The product is C(#N)C1=C(C=C(C=C1F)B(O)O)F ((4-Cyano-3,5-difluorophenyl)boronic acid). Yield: 79.0%. As a reaction SMILES: [F:1][C:2]1[CH:9]=[C:8]([B:10]2[O:14]C(C)(C)C(C)(C)[O:11]2)[CH:7]=[C:6]([F:19])[C:3]=1[C:4]#[N:5]>CC(C)=O.O>[C:4]([C:3]1[C:2]([F:1])=[CH:9][C:8]([B:10]([OH:14])[OH:11])=[CH:7][C:6]=1[F:19])#[N:5]. Procedure: 2,6-Difluoro-4-(4,4,5,5-tetramethyl-1,3,2-dioxaborolan-2-yl)benzonitrile (55 g) was dissolved in acetone (1 L) and water (1 L). T this stirred mixture was added NaIO4 (160 g) and NH4OAc (50 g). The reaction mixture was stirred at room temperature overnight and then filtered. The filtrate was evaporated under vacuum at 40° C. until most of acetone was removed. The residue was cooled to 0° C. and 2N NaOH (1 L) solution was added with stirring over 30 minutes. The mixture was filtered, and the filt...